Dataset: the Open Reaction Database (ORD), a public repository of structured organic reaction records. Task: describe an organic reaction: reactants, conditions, products, and yield Starting materials: ClC(CC1=C(C(=O)O)C=CC=C1)C#N (2-(2-chloro-2-cyanoethyl) benzoic acid), S(=O)(Cl)Cl (thionyl chloride), S(=O)(Cl)Cl (thionyl chloride). Run in C1(=CC=CC=C1)C (toluene), C1(=CC=CC=C1)C (toluene). Product: ClC(CC1=C(C(=O)Cl)C=CC=C1)C#N (2-(2-chloro-2-cyanoethyl) benzoyl chloride). RXN SMILES: [Cl:1][CH:2]([C:13]#[N:14])[CH2:3][C:4]1[CH:12]=[CH:11][CH:10]=[CH:9][C:5]=1[C:6](O)=[O:7].S(Cl)([Cl:17])=O>C1(C)C=CC=CC=1>[Cl:1][CH:2]([C:13]#[N:14])[CH2:3][C:4]1[CH:12]=[CH:11][CH:10]=[CH:9][C:5]=1[C:6]([Cl:17])=[O:7]. Reported procedure: 209.5 parts of 2-(2-chloro-2-cyanoethyl) benzoic acid are made into a paste in 220 parts of toluene and 125 parts of thionyl chloride and the mixture is refluxed until the acid completely dissolves. Then the surplus thionyl chloride and toluene are eliminated under reduced pressure. 2-(2-chloro-2-cyanoethyl) benzoyl chloride is obtained which is liquid at normal temperature. As a reaction SMILES: O[CH:2]([C:6]1[S:14][C:13]2[C:12](=[O:15])[N:11]([C:16]3[CH:21]=[CH:20][C:19]([N:22]4[CH2:28][CH2:27][CH2:26][N:25]([CH3:29])[CH2:24][CH2:23]4)=[CH:18][CH:17]=3)[CH:10]=[N:9][C:8]=2[CH:7]=1)[CH:3]([CH3:5])[CH3:4].C1(C)C=CC(S(O)(=O)=O)=CC=1>>[CH3:29][N:25]1[CH2:26][CH2:27][CH2:28][N:22]([C:19]2[CH:18]=[CH:17][C:16]([N:11]3[C:12](=[O:15])[C:13]4[S:14][C:6]([CH:2]=[C:3]([CH3:5])[CH3:4])=[CH:7][C:8]=4[N:9]=[CH:10]3)=[CH:21][CH:20]=2)[CH2:23][CH2:24]1. Procedure details: 6-(1-Hydroxy-2-methylpropyl)-3-[4-(4-methyl[1,4]diazepan-1-yl)phenyl]-3H-thieno[3,2-d]pyrimidin-4-one and p-toluenesulfonic acid were reacted by method AA. The crude product was purified by preparative HPLC. The product with the molecular weight of 394.54 (C22H26N4OS) was obtained in this way; MS (ESI): 395 (M+H+). The product is CN1CCN(CCC1)C1=CC=C(C=C1)N1C=NC2=C(C1=O)SC(=C2)C=C(C)C (3-[4-(4-Methyl[1,4]diazepan-1-yl)phenyl]-6-(2-methylpropenyl)-3H-thieno[3,2-d]pyrimidin-4-one). The reactants are OC(C(C)C)C1=CC=2N=CN(C(C2S1)=O)C1=CC=C(C=C1)N1CCN(CCC1)C (6-(1-Hydroxy-2-methylpropyl)-3-[4-(4-methyl[1,4]diazepan-1-yl)phenyl]-3H-thieno[3,2-d]pyrimidin-4-one), C1(=CC=C(C=C1)S(=O)(=O)O)C (p-toluenesulfonic acid). Starting materials: CON(C(=O)C1=CN(C2=CC=CC=C2C1=O)CC1=NC(=CC=C1)C)C (1-(6-methyl-pyridin-2-ylmethyl)-4-oxo-1,4-dihydro-quinoline-3-carboxylic acid methoxy-methyl-amide), white solid, C1CCOC1 (THF). Solvent: COC1=C(C=C(C=C1)[Mg]Br)C (4-methoxy-3-methylphenylmagnesium bromide). The product is COC1=C(C=C(C(=O)C2=CN(C3=CC=CC=C3C2=O)CC2=NC(=CC=C2)C)C=C1)C (3-(4-Methoxy-3-methyl-benzoyl)-1-(6-methyl-pyridin-2-ylmethyl)-1H-quinolin-4-one). Reaction SMILES: CON(C)[C:4]([C:6]1[C:15](=[O:16])[C:14]2[C:9](=[CH:10][CH:11]=[CH:12][CH:13]=2)[N:8]([CH2:17][C:18]2[CH:23]=[CH:22][CH:21]=[C:20]([CH3:24])[N:19]=2)[CH:7]=1)=[O:5].[CH2:26]1[CH2:30][O:29][CH2:28][CH2:27]1>COC1C=CC([Mg]Br)=CC=1C>[CH3:28][O:29][C:30]1[CH:14]=[CH:15][C:6]([C:4]([C:6]2[C:15](=[O:16])[C:14]3[C:9](=[CH:10][CH:11]=[CH:12][CH:13]=3)[N:8]([CH2:17][C:18]3[CH:23]=[CH:22][CH:21]=[C:20]([CH3:24])[N:19]=3)[CH:7]=2)=[O:5])=[CH:4][C:26]=1[CH3:27]. Reported procedure: Experimental conditions analogous to those described for Step 6 of Example 60, from 168 mg (0.50 mmol) of 1-(6-methyl-pyridin-2-ylmethyl)-4-oxo-1,4-dihydro-quinoline-3-carboxylic acid methoxy-methyl-amide in 2.5 mL THF and 2.5 mL 0.5M 4-methoxy-3-methylphenylmagnesium bromide. Yield: 107 mg of a white solid. LC-MSD, m/z for C25H22N2O3 [M+H]+=399.1; HPLC retention time: 2.1 min. Reactants: ClC=1C=2N(C=CN1)C=C(N2)C2=CC=C(C=C2)F (8-chloro-2-(4-fluorophenyl)-imidazo[1,2-a]pyrazine), O (water), C([O-])([O-])=O.[Na+].[Na+] (sodium carbonate), F[B-](F)(F)F.C(C)(C)(C)P(C(C)(C)C)C(C)(C)C (tri-t-butylphosphine tetrafluoroborate). Reagents/catalysts: C=1C=CC(=CC1)/C=C/C(=O)/C=C/C2=CC=CC=C2.C=1C=CC(=CC1)/C=C/C(=O)/C=C/C2=CC=CC=C2.C=1C=CC(=CC1)/C=C/C(=O)/C=C/C2=CC=CC=C2.[Pd].[Pd] (tris(dibenzylideneacetone)dipalladium(0)). Run in O1CCOCC1 (dioxane). Conditions: temperature 95 celsius. The product is FC1=CC=C(C=C1)C=1N=C2N(C=CN=C2C=C)C1 (2-(4-Fluorophenyl)-8-vinylimidazo[1,2-a]pyrazine). Yield: 642.6%. RXN SMILES: Cl[C:2]1[C:3]2[N:4]([CH:8]=[C:9]([C:11]3[CH:16]=[CH:15][C:14]([F:17])=[CH:13][CH:12]=3)[N:10]=2)[CH:5]=[CH:6][N:7]=1.O.C(=O)([O-])[O-].[Na+].[Na+].F[B-](F)(F)F.[C:30](P(C(C)(C)C)C(C)(C)C)(C)(C)[CH3:31]>O1CCOCC1.C1C=CC(/C=C/C(/C=C/C2C=CC=CC=2)=O)=CC=1.C1C=CC(/C=C/C(/C=C/C2C=CC=CC=2)=O)=CC=1.C1C=CC(/C=C/C(/C=C/C2C=CC=CC=2)=O)=CC=1.[Pd].[Pd]>[F:17][C:14]1[CH:15]=[CH:16][C:11]([C:9]2[N:10]=[C:3]3[C:2]([CH:30]=[CH2:31])=[N:7][CH:6]=[CH:5][N:4]3[CH:8]=2)=[CH:12][CH:13]=1 |f:2.3.4,5.6,8.9.10.11.12|. Procedure: To a mixture of 8-chloro-2-(4-fluorophenyl)-imidazo[1,2-a]pyrazine (Example #6, Step A, 3.96 g, 16 mmol) in dioxane (80 mL) was added water (15.4 mL), sodium carbonate (EM Science, 5.08 g, 48 mmol), tri-t-butylphosphine tetrafluoroborate (Strem, 0.46 g, 1.6 mmol), and tris(dibenzylideneacetone)dipalladium(0) (0.73 g, 0.8 mmol). The reaction was degassed with nitrogen and then vinylboronic acid pinacolester (5.44 mL, 32 mmol) was added. The mixture was heated to about 95° C. for about 16 h. The r... Reactants: CCN=C=NCCCN(C)C, COc1cccc(OC2=CC(=O)N(C(CC3CCOCC3)C(=O)O)C2)c1Cl, ClCCl, CC(C)(O)Cn1ccc(N)n1, On1nnc2ccccc21. Yields the product COc1cccc(OC2=CC(=O)N(C(CC3CCOCC3)C(=O)Nc3ccn(CC(C)(C)O)n3)C2)c1Cl. RXN SMILES: [CH3:28][N:29]([CH3:30])[CH2:31][CH2:32][CH2:33][N:34]=[C:35]=[N:36][CH2:37][CH3:38].[Cl:1][c:2]1[c:3]([O:4][C:5]2=[CH:6][C:7](=[O:21])[N:8]([CH:10]([C:11](=[O:12])[OH:13])[CH2:14][CH:15]3[CH2:16][CH2:17][O:18][CH2:19][CH2:20]3)[CH2:9]2)[cH:22][cH:23][cH:24][c:25]1[O:26][CH3:27].[Cl:60][CH2:61][Cl:62].[NH2:49][c:50]1[n:51][n:52]([CH2:55][C:56]([CH3:57])([OH:58])[CH3:59])[cH:53][cH:54]1.[OH:39][n:40]1[c:41]2[cH:42][cH:43][cH:44][cH:45][c:46]2[n:47][n:48]1>>[Cl:1][c:2]1[c:3]([O:4][C:5]2=[CH:6][C:7](=[O:21])[N:8]([CH:10]([C:11](=[O:12])[NH:49][c:50]3[n:51][n:52]([CH2:55][C:56]([CH3:57])([OH:58])[CH3:59])[cH:53][cH:54]3)[CH2:14][CH:15]3[CH2:16][CH2:17][O:18][CH2:19][CH2:20]3)[CH2:9]2)[cH:22][cH:23][cH:24][c:25]1[O:26][CH3:27]. RXN SMILES: [Br:1][c:2]1[cH:3][cH:4][c:5]([N:8]=[CH:9][c:10]2[cH:11][cH:12][cH:13][cH:14][cH:15]2)[cH:6][cH:7]1.[CH3:16][Li:17].[CH3:18][c:19]1[cH:20][cH:21][cH:22][cH:23][cH:24]1.[CH3:25][CH2:26][O:27][CH2:28][CH3:29]>>[Br:1][c:2]1[cH:3][cH:4][c:5]([NH:8][CH:9]([c:10]2[cH:11][cH:12][cH:13][cH:14][cH:15]2)[CH3:16])[cH:6][cH:7]1. Yields the product CC(Nc1ccc(Br)cc1)c1ccccc1. Reactants: Brc1ccc(N=Cc2ccccc2)cc1, [Li]C, Cc1ccccc1, CCOCC. Starting materials: [OH-].[NH4+] (ammonium hydroxide), CS(=O)(=O)O (Methanesulfonic acid), CC(=O)OCC1=C(N2[C@@H]([C@@H](C2=O)N)SC1)C(=O)O (7β-aminocephalosporanic acid), C(C)(=O)NN1N=NN=C1S (1-acetamido-5-mercapto-1H-tetrazole). Run in C(C)#N (acetonitrile), O (Water). Conditions: temperature 50 celsius, time 4 hour. Product: N[C@H]1[C@@H]2N(C(=C(CS2)CSC2=NN=NN2NC(C)=O)C(=O)O)C1=O (7β-amino-3-[(1-acetamido-1H-tetrazol-5-yl)thiomethyl]-3-cephem-4-carboxylic acid). Yield: 75.4%. Reaction SMILES: CS(O)(=O)=O.CC(O[CH2:10][C:11]1[CH2:20][S:19][C@@H:14]2[C@H:15]([NH2:18])[C:16](=[O:17])[N:13]2[C:12]=1[C:21]([OH:23])=[O:22])=O.[C:24]([NH:27][N:28]1[C:32]([SH:33])=[N:31][N:30]=[N:29]1)(=[O:26])[CH3:25].[OH-].[NH4+]>C(#N)C.O>[NH2:18][C@@H:15]1[C:16](=[O:17])[N:13]2[C:12]([C:21]([OH:23])=[O:22])=[C:11]([CH2:10][S:33][C:32]3[N:28]([NH:27][C:24](=[O:26])[CH3:25])[N:29]=[N:30][N:31]=3)[CH2:20][S:19][C@H:14]12 |f:3.4|. Reported procedure: Methanesulfonic acid (5.77 g, 60 mmol) was added dropwise to a solution of 7β-aminocephalosporanic acid (3.27 g, 12.0 mmol) and 1-acetamido-5-mercapto-1H-tetrazole (2.50 g, 15.7 mmol) in acetonitrile (15 ml). The mixture was stirred at room temperature for 30 minutes and at 50° C. for 4 hours. Water (20 ml) was added with cooling to the reaction mixture, which was then adjusted to pH 3.5 with 28% aqueous ammonium hydroxide. Precipitates formed were filtered, washed with water and acetone success... The reactants are IC (iodomethane), IC (iodomethane), C(C)(C)(C)O[C@H](C(=O)OCC)C1=C(C2=C(N=C(S2)C2=CC(=NC=C2)C2=CC=C3C(=NNC3=C2)F)C=C1C)C1=CC=C(C=C1)Cl ((S)-ethyl 2-tert-butoxy-2-(7-(4-chlorophenyl)-2-(2-(3-fluoro-1H-indazol-6-yl)pyridin-4-yl)-5-methylbenzo[d]thiazol-6-yl)acetate), C([O-])([O-])=O.[Cs+].[Cs+] (cesium carbonate). Run in CN(C)C=O (DMF), C(C)(=O)OCC (ethyl acetate). Run at time 1 hour. Yields the product C(C)(C)(C)O[C@H](C(=O)OCC)C1=C(C2=C(N=C(S2)C2=CC(=NC=C2)C2=CC=C3C(=NN(C3=C2)C)F)C=C1C)C1=CC=C(C=C1)Cl ((S)-ethyl 2-tert-butoxy-2-(7-(4-chlorophenyl)-2-(2-(3-fluoro-1-methyl-1H-indazol-6-yl)pyridin-4-yl)-5-methylbenzo[d]thiazol-6-yl)acetate). As a reaction SMILES: [C:1]([O:5][C@@H:6]([C:12]1[C:36]([CH3:37])=[CH:35][C:15]2[N:16]=[C:17]([C:19]3[CH:24]=[CH:23][N:22]=[C:21]([C:25]4[CH:33]=[C:32]5[C:28]([C:29]([F:34])=[N:30][NH:31]5)=[CH:27][CH:26]=4)[CH:20]=3)[S:18][C:14]=2[C:13]=1[C:38]1[CH:43]=[CH:42][C:41]([Cl:44])=[CH:40][CH:39]=1)[C:7]([O:9][CH2:10][CH3:11])=[O:8])([CH3:4])([CH3:3])[CH3:2].[C:45](=O)([O-])[O-].[Cs+].[Cs+].IC>CN(C=O)C.C(OCC)(=O)C>[C:1]([O:5][C@@H:6]([C:12]1[C:36]([CH3:37])=[CH:35][C:15]2[N:16]=[C:17]([C:19]3[CH:24]=[CH:23][N:22]=[C:21]([C:25]4[CH:33]=[C:32]5[C:28]([C:29]([F:34])=[N:30][N:31]5[CH3:45])=[CH:27][CH:26]=4)[CH:20]=3)[S:18][C:14]=2[C:13]=1[C:38]1[CH:39]=[CH:40][C:41]([Cl:44])=[CH:42][CH:43]=1)[C:7]([O:9][CH2:10][CH3:11])=[O:8])([CH3:2])([CH3:3])[CH3:4] |f:1.2.3|. Reported procedure: To a mixture of (S)-ethyl 2-tert-butoxy-2-(7-(4-chlorophenyl)-2-(2-(3-fluoro-1H-indazol-6-yl)pyridin-4-yl)-5-methylbenzo[d]thiazol-6-yl)acetate (39.7 mg, 0.0631 mmol) and cesium carbonate (62 mg, 0.189 mmol) in anhydrous DMF (1.0 mL) at 0° C. was added iodomethane (5.9 μL, 0.0947 mmol) and reaction stirred for 1 h. More iodomethane (3.0 μL) was added and reaction was stirred for 30 minutes, and stored in freezer overnight. Reaction mixture was diluted with ethyl acetate, washed with 5% lithium c... Reactants: NC1=CN=NC=C1 (4-aminopyridazine), N12CCN(CC1)CC2 (1,4-diazabicyclo[2.2.2]octane), CC(C)N=C=O ((1-methylethyl) isocyanate). Solvent: CN(C=O)C (dimethylformamide). Conditions: time 2 day. Yields the product N1=NC=C(C=C1)NC(=O)NC(C)C (N-(4-pyridazinyl)-N'-(1-methylethyl)urea). The yield is 43.9%. As a reaction SMILES: [NH2:1][C:2]1[CH:7]=[CH:6][N:5]=[N:4][CH:3]=1.N12CCN(CC1)CC2.[CH3:16][CH:17]([N:19]=[C:20]=[O:21])[CH3:18]>CN(C)C=O>[N:5]1[CH:6]=[CH:7][C:2]([NH:1][C:20]([NH:19][CH:17]([CH3:18])[CH3:16])=[O:21])=[CH:3][N:4]=1. Reported procedure: To a stirred solution of 2.3 grams (0.024 mole) of 4-aminopyridazine (prepared as in Example 1, Step A) and 0.5 gram (0.004 mole) of 1,4-diazabicyclo[2.2.2]octane in 20 ml of dimethylformamide is added dropwise 3.3 ml (0.033 mole) of (1-methylethyl) isocyanate. Upon completion of addition the reaction mixture is stirred at ambient temperature for two days. The reaction mixture is concentrated under reduced pressure and the solid residue dried at 60°-70° C. The solid is stirred with ethanol and c...